Dataset: the Open Reaction Database (ORD), a public repository of structured organic reaction records. Task: describe an organic reaction: reactants, conditions, products, and yield Reactants: ClC=1C=C(C(=O)Cl)C=CC1Cl (3,4-dichlorobenzoylchloride), CNCC1(CCCCC1)N1CCN(CC1)C (1-[1-(methylaminomethyl)cyclohexyl]-4-methyl piperazine). Run in C1=CC=CC=C1 (benzene). Yields the product ClC=1C=C(C(=O)N(CC2(CCCCC2)N2CCN(CC2)C)C)C=CC1Cl (3,4-Dichloro-N-methyl-N-[[1-(4-methyl-1-piperazinyl)cyclohexyl]methyl]benzamide). Yield: 23.5%. As a reaction SMILES: [Cl:1][C:2]1[CH:3]=[C:4]([CH:8]=[CH:9][C:10]=1[Cl:11])[C:5](Cl)=[O:6].[CH3:12][NH:13][CH2:14][C:15]1([N:21]2[CH2:26][CH2:25][N:24]([CH3:27])[CH2:23][CH2:22]2)[CH2:20][CH2:19][CH2:18][CH2:17][CH2:16]1>C1C=CC=CC=1>[Cl:1][C:2]1[CH:3]=[C:4]([CH:8]=[CH:9][C:10]=1[Cl:11])[C:5]([N:13]([CH3:12])[CH2:14][C:15]1([N:21]2[CH2:22][CH2:23][N:24]([CH3:27])[CH2:25][CH2:26]2)[CH2:20][CH2:19][CH2:18][CH2:17][CH2:16]1)=[O:6]. Reported procedure: A solution of 3,4-dichlorobenzoylchloride (0.61 g.,) in benzene (10 ml) was added dropwise over 25 mins. to a stirred solution of 1-[1-(methylaminomethyl)cyclohexyl]-4-methyl piperazine (1) (0.65 g.,). The mixture was then heated on a steambath for 1 hr. and the mixture was evaporated to dryness. The residue was dissolved in hot light petroleum (60°-80°) and decolourised with charcoal. The solid which separated was crystallised from light petroleum (60°-80°) to give 3,4-Dichloro-N-methyl-N-[[1-(... The reactants are CC#N, ClCc1ccc(Cl)cc1, O=C(CNC(=O)c1cccc(C(F)(F)F)c1)NCC1CCNCC1, O=C=Nc1ccccc1. Product: O=C(CNC(=O)c1cccc(C(F)(F)F)c1)NCC1CCN(Cc2ccc(Cl)cc2)CC1. Reaction SMILES: [CH3:43][C:44]#[N:45].[Cl:25][c:26]1[cH:27][cH:28][c:29]([CH2:30][Cl:31])[cH:32][cH:33]1.[F:1][C:2]([c:3]1[cH:4][c:5]([C:6](=[O:7])[NH:8][CH2:9][C:10](=[O:11])[NH:12][CH2:13][CH:14]2[CH2:15][CH2:16][NH:17][CH2:18][CH2:19]2)[cH:20][cH:21][cH:22]1)([F:23])[F:24].[O:34]=[C:35]=[N:36][c:37]1[cH:38][cH:39][cH:40][cH:41][cH:42]1>>[F:1][C:2]([c:3]1[cH:4][c:5]([C:6](=[O:7])[NH:8][CH2:9][C:10](=[O:11])[NH:12][CH2:13][CH:14]2[CH2:15][CH2:16][N:17]([CH2:30][c:29]3[cH:28][cH:27][c:26]([Cl:25])[cH:33][cH:32]3)[CH2:18][CH2:19]2)[cH:20][cH:21][cH:22]1)([F:23])[F:24]. The reactants are O1CCOC12CCC(CC2)=O (1,4-dioxaspiro[4.5]decan-8-one), N1CC(C1)NC(CNC1=NC=NC2=CC=C(C=C12)C(F)(F)F)=O (N-(azetidin-3-yl)-2-((6-(trifluoromethyl)quinazolin-4-yl)amino)acetamide), [BH-](OC(=O)C)(OC(=O)C)OC(=O)C.[Na+] (NaBH(OAc)3), ketal. Yields the product O=C1CCC(CC1)N1CC(C1)NC(CNC1=NC=NC2=CC=C(C=C12)C(F)(F)F)=O (N-(1-(4-oxocyclohexyl)azetidin-3-yl)-2-((6-(trifluoromethyl)quinazolin-4-yl)amino)acetamide). RXN SMILES: O1[C:5]2([CH2:10][CH2:9][C:8](=[O:11])[CH2:7][CH2:6]2)OCC1.[NH:12]1[CH2:15][CH:14]([NH:16][C:17](=[O:34])[CH2:18][NH:19][C:20]2[C:29]3[C:24](=[CH:25][CH:26]=[C:27]([C:30]([F:33])([F:32])[F:31])[CH:28]=3)[N:23]=[CH:22][N:21]=2)[CH2:13]1.[BH-](OC(C)=O)(OC(C)=O)OC(C)=O.[Na+]>>[O:11]=[C:8]1[CH2:7][CH2:6][CH:5]([N:12]2[CH2:13][CH:14]([NH:16][C:17](=[O:34])[CH2:18][NH:19][C:20]3[C:29]4[C:24](=[CH:25][CH:26]=[C:27]([C:30]([F:31])([F:33])[F:32])[CH:28]=4)[N:23]=[CH:22][N:21]=3)[CH2:15]2)[CH2:10][CH2:9]1 |f:2.3|. Procedure details: Reaction of 1,4-dioxaspiro[4.5]decan-8-one with N-(azetidin-3-yl)-2-((6-(trifluoromethyl)quinazolin-4-yl)amino)acetamide (as prepared in Example 1 Step G) in the presence of TEA and NaBH(OAc)3 as described in Example 1, Step H followed by acidic deprotection of the ketal afforded the product.